Dataset: the Open Reaction Database (ORD), a public repository of structured organic reaction records. Task: describe an organic reaction: reactants, conditions, products, and yield Starting materials: C1(CCCC1)OC=1C=C(C=CC1OC)C1(CC(CCC1)=O)C#C ((±)-3-(3-cyclopentyloxy-4-methoxyphenyl)-3-ethynyl-cyclohexan-1one), C(C)(=O)NC=1C=C(C=CC1)I (3-acetamido-1-iodobenzene), C1(=CC=CC=C1)P(C1=CC=CC=C1)C1=CC=CC=C1 (triphenylphosphine). The reagents and catalysts are C=1C=CC(=CC1)[P](C=2C=CC=CC2)(C=3C=CC=CC3)[Pd]([P](C=4C=CC=CC4)(C=5C=CC=CC5)C=6C=CC=CC6)([P](C=7C=CC=CC7)(C=8C=CC=CC8)C=9C=CC=CC9)[P](C=1C=CC=CC1)(C=1C=CC=CC1)C=1C=CC=CC1 (tetrakis(triphenylphosphine)palladium(0)), [Cu]I (copper(I) iodide). The solvent is C(C)N(CC)CC (triethylamine). Reaction conditions: temperature 80 celsius. Product: C(C)(=O)NC=1C=C(C=CC1)C#CC1(CC(CCC1)=O)C1=CC(=C(C=C1)OC)OC1CCCC1 (3-(3-acetamidophenylethynyl)-3-(3-cyclopentyloxy-4 -methoxyphenyl)cyclohexan-1-one). The yield is 59.6%. RXN SMILES: [CH:1]1([O:6][C:7]2[CH:8]=[C:9]([C:15]3([C:22]#[CH:23])[CH2:20][CH2:19][CH2:18][C:17](=[O:21])[CH2:16]3)[CH:10]=[CH:11][C:12]=2[O:13][CH3:14])[CH2:5][CH2:4][CH2:3][CH2:2]1.[C:24]([NH:27][C:28]1[CH:29]=[C:30](I)[CH:31]=[CH:32][CH:33]=1)(=[O:26])[CH3:25].C1(P(C2C=CC=CC=2)C2C=CC=CC=2)C=CC=CC=1>C(N(CC)CC)C.C1C=CC([P]([Pd]([P](C2C=CC=CC=2)(C2C=CC=CC=2)C2C=CC=CC=2)([P](C2C=CC=CC=2)(C2C=CC=CC=2)C2C=CC=CC=2)[P](C2C=CC=CC=2)(C2C=CC=CC=2)C2C=CC=CC=2)(C2C=CC=CC=2)C2C=CC=CC=2)=CC=1.[Cu]I>[C:24]([NH:27][C:28]1[CH:33]=[C:32]([C:23]#[C:22][C:15]2([C:9]3[CH:10]=[CH:11][C:12]([O:13][CH3:14])=[C:7]([O:6][CH:1]4[CH2:2][CH2:3][CH2:4][CH2:5]4)[CH:8]=3)[CH2:20][CH2:19][CH2:18][C:17](=[O:21])[CH2:16]2)[CH:31]=[CH:30][CH:29]=1)(=[O:26])[CH3:25] |^1:64,66,85,104|. Reported procedure: To a solution of the compound from Example 3 (E1) (0.2 g, 0.64 mmol) and 3-acetamido-1-iodobenzene (0.17 g, 0.64 mmol) in triethylamine (5 mL) under an argon atmosphere was added trace tetrakis(triphenylphosphine)palladium(0), copper(I) iodide and triphenylphosphine. The mixture was heated at 80° C. for 0.3 h, was cooled to room temperature and was concentrated in vacuo. The residue was purified by flash chromatography, eluting with 1:1 hexanes/ethyl acetate, to provide the title compound as tan... Reactants: ClC1=C(C(=O)OCC)C=CC(=C1)[N+](=O)[O-] (ethyl 2-chloro-4-nitrobenzoate), C1(CCCCC1)P(C1=C(C=CC=C1)C1=CC=CC=C1)C1CCCCC1 (2-(dicyclohexylphosphino)biphenyl), P(=O)([O-])([O-])[O-].[K+].[K+].[K+] (tripotassium phosphate), N1CCOCC1 (morpholine). The reagents and catalysts are C(C)(=O)[O-].[Pd+2].C(C)(=O)[O-] (palladium acetate). The solvent is O (Water), COCCOC (1,2-dimethoxyethane). Product: N1(CCOCC1)C1=C(C(=O)OCC)C=CC(=C1)[N+](=O)[O-] (ethyl 2-(morpholin-4-yl)-4-nitrobenzoate). As a reaction SMILES: Cl[C:2]1[CH:12]=[C:11]([N+:13]([O-:15])=[O:14])[CH:10]=[CH:9][C:3]=1[C:4]([O:6][CH2:7][CH3:8])=[O:5].C1(P(C2CCCCC2)C2C=CC=CC=2C2C=CC=CC=2)CCCCC1.P([O-])([O-])([O-])=O.[K+].[K+].[K+].[NH:49]1[CH2:54][CH2:53][O:52][CH2:51][CH2:50]1>C([O-])(=O)C.[Pd+2].C([O-])(=O)C.O.COCCOC>[N:49]1([C:2]2[CH:12]=[C:11]([N+:13]([O-:15])=[O:14])[CH:10]=[CH:9][C:3]=2[C:4]([O:6][CH2:7][CH3:8])=[O:5])[CH2:54][CH2:53][O:52][CH2:51][CH2:50]1 |f:2.3.4.5,7.8.9|. Procedure: To a mixture of ethyl 2-chloro-4-nitrobenzoate (1.5 g), palladium acetate (73.3 mg), 2-(dicyclohexylphosphino)biphenyl (229 mg), tripotassium phosphate (1.94 g) and morpholine (0.57 mL) was added 1,2-dimethoxyethane (23 mL), and the mixture was stirred with heating under reflux for 8 hr. Water was added to the reaction mixture, and the mixture was extracted with ethyl acetate. The organic layer was washed with saturated brine, and the solvent was evaporated. The obtained residue was purified by ... Starting materials: C(C1=CC=CC=C1)O[C@H]1[C@@H](O[C@@H]([C@H]([C@@H]1OCC1=CC=CC=C1)OCC1=CC=CC=C1)COCC1=CC=CC=C1)C1=CC2=C(S1)C(=CC=C2)CC2=CC=C(C=C2)C (2-(2,3,4,6-tetra-O-benzyl-β-D-glucopyranosyl)-7-(4-methylbenzyl)benzo[b]thiophene), C(C)S (ethanethiol), C([O-])([O-])=O.[K+].[K+] (potassium carbonate). Solvent: ClCCl (dichloromethane). Conditions: time 3 hour. The product is [C@@H]1([C@H](O)[C@@H](O)[C@H](O)[C@H](O1)CO)C1=CC2=C(S1)C(=CC=C2)CC2=CC=C(C=C2)C (2-(β-D-Glucopyranosyl)-7-(4-methylbenzyl)benzo[b]thiophene). Isolated yield 32.0%. Reaction SMILES: C([O:8][C@@H:9]1[C@@H:14]([O:15]CC2C=CC=CC=2)[C@H:13]([O:23]CC2C=CC=CC=2)[C@@H:12]([CH2:31][O:32]CC2C=CC=CC=2)[O:11][C@H:10]1[C:40]1[S:44][C:43]2[C:45]([CH2:49][C:50]3[CH:55]=[CH:54][C:53]([CH3:56])=[CH:52][CH:51]=3)=[CH:46][CH:47]=[CH:48][C:42]=2[CH:41]=1)C1C=CC=CC=1.C(S)C.C(=O)([O-])[O-].[K+].[K+]>ClCCl>[C@@H:10]1([C:40]2[S:44][C:43]3[C:45]([CH2:49][C:50]4[CH:51]=[CH:52][C:53]([CH3:56])=[CH:54][CH:55]=4)=[CH:46][CH:47]=[CH:48][C:42]=3[CH:41]=2)[O:11][C@H:12]([CH2:31][OH:32])[C@@H:13]([OH:23])[C@H:14]([OH:15])[C@H:9]1[OH:8] |f:2.3.4|. Procedure: To a solution of 2-(2,3,4,6-tetra-O-benzyl-β-D-glucopyranosyl)-7-(4-methylbenzyl)benzo[b]thiophene (0.95 g) and ethanethiol (1.8 mL) in dichloromethane (15 mL) was added boron trifluoride diethyl ether complex (2.1 mL) at room temperature. The reaction mixture was stirred at room temperature for 3 hours, and a saturated potassium carbonate aqueous solution was added to the mixture. The mixture was extracted with ethyl acetate. The organic layer washed with brine and dried over anhydrous magnesiu...